Dataset: the Open Reaction Database (ORD), a public repository of structured organic reaction records. Task: describe an organic reaction: reactants, conditions, products, and yield The reactants are Cc1ccccc1, NCC=CCOc1cc(CN2CCCCC2)ccn1, CCOC(=O)c1nocc1O. Yields the product O=C(NCC=CCOc1cc(CN2CCCCC2)ccn1)c1nocc1O. As a reaction SMILES: [CH3:31][c:32]1[cH:33][cH:34][cH:35][cH:36][cH:37]1.[N:12]1([CH2:18][c:19]2[cH:20][c:21]([O:25][CH2:26][CH:27]=[CH:28][CH2:29][NH2:30])[n:22][cH:23][cH:24]2)[CH2:13][CH2:14][CH2:15][CH2:16][CH2:17]1.[OH:1][c:2]1[c:3]([C:7]([O:9][CH2:8][CH3:10])=[O:11])[n:4][o:5][cH:6]1>>[OH:1][c:2]1[c:3]([C:7](=[O:9])[NH:30][CH2:29][CH:28]=[CH:27][CH2:26][O:25][c:21]2[cH:20][c:19]([CH2:18][N:12]3[CH2:13][CH2:14][CH2:15][CH2:16][CH2:17]3)[cH:24][cH:23][n:22]2)[n:4][o:5][cH:6]1. Reactants: C1COCCN1, ClCCl, COC1=C(OC)C(=O)C(Cc2ccc(C(=O)O)c(-c3ccccc3)c2)=C(C)C1=O. The product is COC1=C(OC)C(=O)C(Cc2ccc(C(=O)N3CCOCC3)c(-c3ccccc3)c2)=C(C)C1=O. As a reaction SMILES: [CH2:30]1[CH2:31][O:32][CH2:33][CH2:34][NH:35]1.[CH2:36]([Cl:37])[Cl:38].[CH3:1][O:2][C:3]1=[C:8]([O:9][CH3:10])[C:7](=[O:11])[C:6]([CH2:12][c:13]2[cH:14][c:15](-[c:22]3[cH:23][cH:24][cH:25][cH:26][cH:27]3)[c:16]([C:17](=[O:18])[OH:19])[cH:20][cH:21]2)=[C:5]([CH3:28])[C:4]1=[O:29]>>[CH3:1][O:2][C:3]1=[C:8]([O:9][CH3:10])[C:7](=[O:11])[C:6]([CH2:12][c:13]2[cH:14][c:15](-[c:22]3[cH:23][cH:24][cH:25][cH:26][cH:27]3)[c:16]([C:17](=[O:18])[N:35]3[CH2:30][CH2:31][O:32][CH2:33][CH2:34]3)[cH:20][cH:21]2)=[C:5]([CH3:28])[C:4]1=[O:29]. Starting materials: O=C([O-])[O-], CC1(C)CCCC2(C)C1CCC(C)(O)C2COS(C)(=O)=O, COc1cccc(S)c1, CC#N, [Cs+], [Cs+]. The product is COc1cccc(SCC2C(C)(O)CCC3C(C)(C)CCCC32C)c1. RXN SMILES: [C:31](=[O:32])([O-:33])[O-:34].[CH3:1][S:2]([O:3][CH2:6][CH:7]1[C:8]([CH3:20])([OH:21])[CH2:9][CH2:10][CH:11]2[C:12]([CH3:18])([CH3:19])[CH2:13][CH2:14][CH2:15][C:16]12[CH3:17])(=[O:4])=[O:5].[CH3:22][O:23][c:24]1[cH:25][c:26]([SH:30])[cH:27][cH:28][cH:29]1.[CH3:37][C:38]#[N:39].[Cs+:35].[Cs+:36]>>[CH2:6]([CH:7]1[C:8]([CH3:20])([OH:21])[CH2:9][CH2:10][CH:11]2[C:12]([CH3:18])([CH3:19])[CH2:13][CH2:14][CH2:15][C:16]12[CH3:17])[S:30][c:26]1[cH:25][c:24]([O:23][CH3:22])[cH:29][cH:28][cH:27]1. Solvent: O1CCCC1 (tetrahydrofuran). Reactants: FC1=C(OC2=C(C=C(C=C2)S(=O)(=O)C)C=2C3=C(C(N(C2)C)=O)NC(=C3)C=O)C=CC(=C1)F (4-(2-(2,4-difluorophenoxy)-5-(methylsulfonyl)phenyl)-6-methyl-7-oxo-6,7-dihydro-1H-pyrrolo[2,3-c]pyridine-2-carbaldehyde), C[Mg]Br (methylmagnesium bromide), Cl (HCl). Isolated yield 24.4%. Yields the product FC1=C(OC2=C(C=C(C=C2)S(=O)(=O)C)C=2C3=C(C(N(C2)C)=O)NC(=C3)C(C)O)C=CC(=C1)F (4-[2-(2,4-difluorophenoxy)-5-(methylsulfonyl)phenyl]-2-(1-hydroxyethyl)-6-methyl-1,6-dihydro-7H-pyrrolo[2,3-c]pyridin-7-one). Procedure details: To a solution of Example 278a (0.20 g, 0.44 mmol) in tetrahydrofuran (6 mL) at 0° C. was added methylmagnesium bromide (1.0 M in tetrahydrofuran, 0.873 mL, 0.873 mmol). The reaction mixture was stirred at 0° C. for one hour, and then 1M aqueous HCl (2 mL) was added. The reaction mixture was concentrated and partitioned between saturated aqueous sodium chloride (10 mL) and ethyl acetate (2×30 mL). The combined organic phase was washed with saturated aqueous sodium chloride (30 mL), dried over anh... Reaction conditions: temperature 0 celsius, time 1 hour. Reaction SMILES: [F:1][C:2]1[CH:31]=[C:30]([F:32])[CH:29]=[CH:28][C:3]=1[O:4][C:5]1[CH:10]=[CH:9][C:8]([S:11]([CH3:14])(=[O:13])=[O:12])=[CH:7][C:6]=1[C:15]1[C:16]2[CH:25]=[C:24]([CH:26]=[O:27])[NH:23][C:17]=2[C:18](=[O:22])[N:19]([CH3:21])[CH:20]=1.[CH3:33][Mg]Br.Cl>O1CCCC1>[F:1][C:2]1[CH:31]=[C:30]([F:32])[CH:29]=[CH:28][C:3]=1[O:4][C:5]1[CH:10]=[CH:9][C:8]([S:11]([CH3:14])(=[O:12])=[O:13])=[CH:7][C:6]=1[C:15]1[C:16]2[CH:25]=[C:24]([CH:26]([OH:27])[CH3:33])[NH:23][C:17]=2[C:18](=[O:22])[N:19]([CH3:21])[CH:20]=1.